This data is from the Open Reaction Database (ORD), a public repository of structured organic reaction records. The task is: describe an organic reaction: reactants, conditions, products, and yield The reactants are [BH4-].[Na+] (NaBH4), C(C1=CC=CC=C1)NC(CCCCN(C1=CC=CC=C1)C)C (N-(5-benzylaminohexyl)-N-methylaniline), C(C1=CC=CC=C1)OC1=C(C(=O)N)C=C(C=C1)C(CBr)=O (2-benzyloxy-5-(bromoacetyl)benzamide), C(=O)([O-])[O-].[K+].[K+] (K2CO3). The solvent is CN(C=O)C (dimethylformamide), O (water). Run at time 20 hour. The product is C(C1=CC=CC=C1)OC1=C(C(=O)N)C=C(C=C1)C(CN(C(C)CCCCN(C1=CC=CC=C1)C)CC1=CC=CC=C1)O (2-Benzyloxy-5-(2-[Benzyl-6-(N-Methylanilino)-2-Hexylamino]-1-Hydroxyethyl)Benzamide). Reaction SMILES: [CH2:1]([NH:8][CH:9]([CH3:22])[CH2:10][CH2:11][CH2:12][CH2:13][N:14]([CH3:21])[C:15]1[CH:20]=[CH:19][CH:18]=[CH:17][CH:16]=1)[C:2]1[CH:7]=[CH:6][CH:5]=[CH:4][CH:3]=1.[CH2:23]([O:30][C:31]1[CH:39]=[CH:38][C:37]([C:40](=[O:43])[CH2:41]Br)=[CH:36][C:32]=1[C:33]([NH2:35])=[O:34])[C:24]1[CH:29]=[CH:28][CH:27]=[CH:26][CH:25]=1.C([O-])([O-])=O.[K+].[K+].[BH4-].[Na+]>CN(C)C=O.O>[CH2:23]([O:30][C:31]1[CH:39]=[CH:38][C:37]([CH:40]([OH:43])[CH2:41][N:8]([CH2:1][C:2]2[CH:7]=[CH:6][CH:5]=[CH:4][CH:3]=2)[CH:9]([CH2:10][CH2:11][CH2:12][CH2:13][N:14]([CH3:21])[C:15]2[CH:16]=[CH:17][CH:18]=[CH:19][CH:20]=2)[CH3:22])=[CH:36][C:32]=1[C:33]([NH2:35])=[O:34])[C:24]1[CH:29]=[CH:28][CH:27]=[CH:26][CH:25]=1 |f:2.3.4,5.6|. Procedure details: To N-(5-benzylaminohexyl)-N-methylaniline (3.06 g= 10 mmol) and 3.48 g (10 mmol) 2-benzyloxy-5-(bromoacetyl)benzamide in 35 ml dimethylformamide, add 2.70 g (20 mmol) K2CO3. Stir 20 hrs. and pour into 150 ml water. Allow the gum to settle, decant, and dissolve the gum in ether. Extract with 1.0 N HCl, and then neutralize into NaHCO3 and extract with EtOAc. Dry, concentrate, and dissolve the oil in 50 ml ethanol. Add 0.3 g (8 mmol) NaBH4, stir 20 hrs., and concentrate. Partition between EtOAc and... As a reaction SMILES: [NH2:1][C:2]1[CH:7]=[CH:6][C:5]([Br:8])=[CH:4][C:3]=1[NH:9][C:10]1[CH:15]=[CH:14][N:13]=[C:12]([NH2:16])[N:11]=1.[CH:17]1([CH:20]=O)[CH2:19][CH2:18]1.OOS([O-])=O.[K+]>CN(C=O)C.CCOC(C)=O>[Br:8][C:5]1[CH:6]=[CH:7][C:2]2[N:1]=[C:20]([CH:17]3[CH2:19][CH2:18]3)[N:9]([C:10]3[CH:15]=[CH:14][N:13]=[C:12]([NH2:16])[N:11]=3)[C:3]=2[CH:4]=1 |f:2.3|. Reactants: NC1=C(C=C(C=C1)Br)NC1=NC(=NC=C1)N (4-N-(2-amino-5-bromophenyl)pyrimidine-2,4-diamine), C1(CC1)C=O (cyclopropanecarbaldehyde), OOS(=O)[O-].[K+] (oxone). Reaction conditions: time 3 day. The product is BrC=1C=CC2=C(N(C(=N2)C2CC2)C2=NC(=NC=C2)N)C1 (4-(6-bromo-2-cyclopropyl-1H-1,3-benzodiazol-1-yl)pyrimidin-2-amine). Solvent: CN(C)C=O (DMF), CCOC(=O)C (EtOAc). Procedure details: To a solution of 4-N-(2-amino-5-bromophenyl)pyrimidine-2,4-diamine (400 mg, 1.43 mmol) in DMF (4 mL) were added cyclopropanecarbaldehyde (130 mg, 1.86 mmol) and oxone (527 mg, 0.86 mmol). The reaction was stirred at RT for 3 days. The mixture was diluted with EtOAc (20 mL) and washed with water. The aqueous layer was extracted with more EtOAc. The combined organics were dried over Na2SO4, filtered and concentrated in vacuo. Purification by flash chromatography (Isolute column, 100% DCM to 2% MeO... Starting materials: N[C@@H](CCC)C(=O)O (Norvaline), [N+](=O)(O)[O-].N[C@@H](CCC)C(=O)O (Norvaline Nitrate), [N+](=O)(O)[O-] (nitric acid). Run in O (water). Product: [N+](=O)(O)[O-].[N+](=O)(O)[O-].N[C@@H](CCC)C(=O)O (Norvaline Dinitrate), [N+](=O)(O)[O-].[N+](=O)(O)[O-].[N+](=O)(O)[O-].N[C@@H](CCC)C(=O)O (Norvaline Trinitrate). Reaction SMILES: [N+:1]([O-:4])([OH:3])=[O:2].[NH2:5][C@H:6]([C:10]([OH:12])=[O:11])[CH2:7][CH2:8][CH3:9].[N+:13]([O-:16])([OH:15])=[O:14].[NH2:17][C@H:18]([C:22]([OH:24])=[O:23])[CH2:19][CH2:20][CH3:21]>O>[N+:1]([O-:4])([OH:3])=[O:2].[N+:13]([O-:16])([OH:15])=[O:14].[NH2:5][C@H:6]([C:10]([OH:12])=[O:11])[CH2:7][CH2:8][CH3:9].[N+:1]([O-:4])([OH:3])=[O:2].[N+:1]([O-:4])([OH:3])=[O:2].[N+:1]([O-:4])([OH:3])=[O:2].[NH2:17][C@H:18]([C:22]([OH:24])=[O:23])[CH2:19][CH2:20][CH3:21] |f:0.1,5.6.7,8.9.10.11|. Procedure: Applicants have cost-effectively synthesized Norvaline Nitrate by combining nitric acid and Norvaline, mixing with water, and leaving to crystallize. Further nitratization can take place, yielding Norvaline Dinitrate or Norvaline Trinitrate. An alternative implementation comprises substituting Nitrous Acid (HNO2) for Nitric Acid (HNO3), thus yielding Norvaline Nitrite. Norvaline Nitrite has the same effects as Norvaline Nitrate, the only difference being that it requires one less step to yield N...